Dataset: the Open Reaction Database (ORD), a public repository of structured organic reaction records. Task: describe an organic reaction: reactants, conditions, products, and yield Reactants: FC=1C=C(CC2C(CCC3=CC=C(C=C23)CCCNS(=O)(=O)CCC)NC([O-])=O)C=CC1 (1-(3-fluorobenzyl)-7-(3-(propylsulfonamido)propyl)-1,2,3,4-tetrahydronaphthalen-2-ylcarbamate), CI (methyl iodide), C([O-])([O-])=O.[Cs+].[Cs+] (cesium carbonate), FC=1C=C(CC2C(CCC3=CC=C(C=C23)CCCN(S(=O)(=O)CCC)C)NC(OC(C)(C)C)=O)C=CC1 (tert-butyl 1-(3-fluorobenzyl)-7-(3-(N-methylpropylsulfonamido)propyl)-1,2,3,4-tetrahydronaphthalen-2-ylcarbamate), Cl (hydrochloric acid). Run in C(C)#N (acetonitrile), C(C)(C)O (isopropanol), C(C)(=O)OCC (ethyl acetate). Reaction conditions: temperature 80 celsius, time 4 hour. Yields the product Cl.NC1CCC=2C=CC(=CC2C1CC1=CC(=CC=C1)F)CCCN(S(=O)(=O)CCC)C (N-{3-[7-Amino-8-(3-fluorobenzyl)-5,6,7,8-tetrahydronaphthalen-2-yl]propyl}-N-methylpropane-1-sulfonamide hydrochloride). Reaction SMILES: FC1C=C(C=CC=1)CC1C2C(=CC=C(CCCNS(CCC)(=O)=O)C=2)CCC1NC(=O)[O-].CI.C(=O)([O-])[O-].[Cs+].[Cs+].[F:41][C:42]1[CH:43]=[C:44]([CH:75]=[CH:76][CH:77]=1)[CH2:45][CH:46]1[C:55]2[C:50](=[CH:51][CH:52]=[C:53]([CH2:56][CH2:57][CH2:58][N:59]([CH3:66])[S:60]([CH2:63][CH2:64][CH3:65])(=[O:62])=[O:61])[CH:54]=2)[CH2:49][CH2:48][CH:47]1[NH:67]C(=O)OC(C)(C)C.[ClH:78]>C(#N)C.C(OCC)(=O)C.C(O)(C)C>[ClH:78].[NH2:67][CH:47]1[CH:46]([CH2:45][C:44]2[CH:75]=[CH:76][CH:77]=[C:42]([F:41])[CH:43]=2)[C:55]2[CH:54]=[C:53]([CH2:56][CH2:57][CH2:58][N:59]([CH3:66])[S:60]([CH2:63][CH2:64][CH3:65])(=[O:62])=[O:61])[CH:52]=[CH:51][C:50]=2[CH2:49][CH2:48]1 |f:2.3.4,10.11|. Procedure: tert-Butyl (1-(3-fluorobenzyl)-7-(3-(propylsulfonamido)propyl)-1,2,3,4-tetrahydronaphthalen-2-ylcarbamate (cf. 209 and 201a, 65 mg, 0.125 mmol) was dissolved in acetonitrile (800 μL) and methyl iodide (24 μL, 0.376 mmol) and cesium carbonate (0.102 g, 0.313 mmol) was added. The reaction mixture was heated for 24 hours in a sealed vessel to 80° C. The reaction mixture was diluted with ethyl acetate. The ethyl acetate solution was successively washed with water and saturated sodium chloride soluti... The reactants are CO, ClC(Cl)Cl, O=Cc1ccc(-c2ccc3c(N4CCOCC4)nc(Cl)nc3c2)o1, N#C[Na]. Product: COC(=O)c1ccc(-c2ccc3c(N4CCOCC4)nc(Cl)nc3c2)o1. RXN SMILES: [CH3:28][OH:29].[CH:30]([Cl:31])([Cl:32])[Cl:33].[Cl:1][c:2]1[n:3][c:4]2[cH:5][c:6](-[c:18]3[cH:19][cH:20][c:21]([CH:23]=[O:24])[o:22]3)[cH:7][cH:8][c:9]2[c:10]([N:12]2[CH2:13][CH2:14][O:15][CH2:16][CH2:17]2)[n:11]1.[Na:25][C:26]#[N:27]>>[Cl:1][c:2]1[n:3][c:4]2[cH:5][c:6](-[c:18]3[cH:19][cH:20][c:21]([C:23](=[O:24])[O:29][CH3:28])[o:22]3)[cH:7][cH:8][c:9]2[c:10]([N:12]2[CH2:13][CH2:14][O:15][CH2:16][CH2:17]2)[n:11]1. Reaction SMILES: [CH3:1][C:2]1[S:6][C:5]([S:7][CH2:8][C:9]2[CH2:10][S:11][C@@H:12]3[CH:19]([NH:20][C:21](=[O:38])[CH:22]([OH:37])[C:23]4[N:24]=[C:25]([NH:28]C(OC(CC)(C)C)=O)[S:26][CH:27]=4)[C:18](=[O:39])[N:13]3[C:14]=2[C:15]([OH:17])=[O:16])=[N:4][N:3]=1>C(O)=O>[CH3:1][C:2]1[S:6][C:5]([S:7][CH2:8][C:9]2[CH2:10][S:11][C@@H:12]3[CH:19]([NH:20][C:21](=[O:38])[CH:22]([OH:37])[C:23]4[N:24]=[C:25]([NH2:28])[S:26][CH:27]=4)[C:18](=[O:39])[N:13]3[C:14]=2[C:15]([OH:17])=[O:16])=[N:4][N:3]=1. Yields the product CC1=NN=C(S1)SCC=1CS[C@H]2N(C1C(=O)O)C(C2NC(C(C=2N=C(SC2)N)O)=O)=O (3-(5-methyl-1,3,4-thiadiazol-2-yl)thiomethyl-7-[2-hydroxy-2-(2-amino-1,3-thiazol-4-yl)acetamido]-3-cephem-4-carboxylic acid). Conditions: time 2.5 hour. The solvent is C(=O)O (formic acid), C(=O)O (formic acid). Reported procedure: A solution of 3-(5-methyl-1,3,4-thiadiazol-2-yl)thiomethyl-7-[2-hydroxy-2-(2-tert-pentyloxycarbonylamino-1,3-thiazol-4-yl)acetamido]-3-cephem-4-carboxylic acid, which can be represented as 3-(5-methyl-1,3,4-thiadiazol-2-yl)thiomethyl-7-[2-hydroxy-2-(2-tert-pentyloxycarbonylimino-2,3-dihydro-1,3-thiazol-4-yl)acetamido]-3-cephem-4-carboxylic acid (2.30 g.) in 98% formic acid (25 ml.) was stirred for 2.5 hours at room temperature. After the reaction, formic acid was distilled off under reduced pres... The reactants are CC1=NN=C(S1)SCC=1CS[C@H]2N(C1C(=O)O)C(C2NC(C(C=2N=C(SC2)NC(=O)OC(C)(C)CC)O)=O)=O (3-(5-methyl-1,3,4-thiadiazol-2-yl)thiomethyl-7-[2-hydroxy-2-(2-tert-pentyloxycarbonylamino-1,3-thiazol-4-yl)acetamido]-3-cephem-4-carboxylic acid), CC1=NN=C(S1)SCC=1CS[C@H]2N(C1C(=O)O)C(C2NC(C(C=2NC(SC2)=NC(=O)OC(C)(C)CC)O)=O)=O (3-(5-methyl-1,3,4-thiadiazol-2-yl)thiomethyl-7-[2-hydroxy-2-(2-tert-pentyloxycarbonylimino-2,3-dihydro-1,3-thiazol-4-yl)acetamido]-3-cephem-4-carboxylic acid). Starting materials: [Si](C)(C)(C(C)(C)C)O[C@@H]1C=2C(=C(C(=NC2CC(C1)(C)C)C(C)C)C=O)I ((S)-5-(tert-butyldimethylsilyloxy)-4-iodo-2-isopropyl-7,7-dimethyl-5,6,7,8-tetrahydroquinoline-3-carbaldehyde), BrBr.[Mg] (bromine magnesium), BrC1=CC(=C(C(=C1)F)[Si](C)(C)C)F ((4-bromo-2,6-difluorophenyl)trimethylsilane), C(C)(C)[Mg]Cl.[Cl-].[Li+] (Isopropylmagnesiumchloride lithium chloride). Procedure details: Obtained by starting from (S)-5-(tert-butyldimethylsilyloxy)-4-iodo-2-isopropyl-7,7-dimethyl-5,6,7,8-tetrahydroquinoline-3-carbaldehyde and (4-bromo-2,6-difluorophenyl)trimethylsilane. Isopropylmagnesiumchloride-lithium chloride-complex (1.3 M in tetrahydrofurane) is used instead of isopropylmagnesium chloride. The bromine-magnesium exchange is performed at room temperature for 18 hours and at 40° C. for 4 hours. Product: [Si](C)(C)(C(C)(C)C)O[C@@H]1C=2C(=C(C(=NC2CC(C1)(C)C)C(C)C)[C@@H](O)C1=CC(=C(C(=C1)F)[Si](C)(C)C)F)I ((S)—((S)-5-(tert-butyldimethylsilyloxy)-4-iodo-2-isopropyl-7,7-dimethyl-5,6,7,8-tetrahydroquinolin-3-yl)(3,5-difluoro-4-(trimethylsilyl)phenyl)methanol). RXN SMILES: [Si:1]([O:8][C@H:9]1[CH2:18][C:17]([CH3:20])([CH3:19])[CH2:16][C:15]2[N:14]=[C:13]([CH:21]([CH3:23])[CH3:22])[C:12]([CH:24]=[O:25])=[C:11]([I:26])[C:10]1=2)([C:4]([CH3:7])([CH3:6])[CH3:5])([CH3:3])[CH3:2].Br[C:28]1[CH:33]=[C:32]([F:34])[C:31]([Si:35]([CH3:38])([CH3:37])[CH3:36])=[C:30]([F:39])[CH:29]=1.C([Mg]Cl)(C)C.[Cl-].[Li+].BrBr.[Mg]>>[Si:1]([O:8][C@H:9]1[CH2:18][C:17]([CH3:19])([CH3:20])[CH2:16][C:15]2[N:14]=[C:13]([CH:21]([CH3:22])[CH3:23])[C:12]([C@H:24]([C:28]3[CH:29]=[C:30]([F:39])[C:31]([Si:35]([CH3:37])([CH3:36])[CH3:38])=[C:32]([F:34])[CH:33]=3)[OH:25])=[C:11]([I:26])[C:10]1=2)([C:4]([CH3:5])([CH3:6])[CH3:7])([CH3:3])[CH3:2] |f:2.3.4,5.6|. Reactants: CC(=O)[O-], CO, Cl, O=N[O-], Nc1ccccc1S(=O)(=O)O, [Na+], [Na+], [Na+], [OH-]. Product: C=Cc1ccccc1S(=O)(=O)O. RXN SMILES: [CH3:18][C:19](=[O:20])[O-:21].[CH3:24][OH:25].[ClH:12].[N:13]([O-:14])=[O:15].[NH2:1][c:2]1[c:3]([S:8](=[O:9])(=[O:10])[OH:11])[cH:4][cH:5][cH:6][cH:7]1.[Na+:16].[Na+:17].[Na+:23].[OH-:22]>>[c:2]1([CH:19]=[CH2:18])[c:3]([S:8](=[O:9])(=[O:10])[OH:11])[cH:4][cH:5][cH:6][cH:7]1.